The task is: describe an organic reaction: reactants, conditions, products, and yield. This data is from the Open Reaction Database (ORD), a public repository of structured organic reaction records. The reactants are ClCC=1N=C(N(C1)C1=CC=C(C=C1)S(=O)(=O)C)C1=CC=C(C=C1)Cl (4-chloromethyl-2-(4-chlorophenyl)-1-[4-(methylsulfonyl)phenyl]-1H-imidazole), ClC1=C(C(=CC=C1)Cl)S (2,6-dichlorothiophenol), CN(C=O)C (dimethylformamide), C([O-])([O-])=O.[K+].[K+] (potassium carbonate). Reaction conditions: time 2 day. Product: ClC1=CC=C(C=C1)C=1N(C=C(N1)CSC1=C(C=CC=C1Cl)Cl)C1=CC=C(C=C1)S(=O)(=O)C (2-(4-Chlorophenyl)-4-[[(2,6-dichlorophenyl)thio]methyl]-1-[4-(methylsulfonyl)phenyl]-1H-imidazole). Reaction SMILES: Cl[CH2:2][C:3]1[N:4]=[C:5]([C:18]2[CH:23]=[CH:22][C:21]([Cl:24])=[CH:20][CH:19]=2)[N:6]([C:8]2[CH:13]=[CH:12][C:11]([S:14]([CH3:17])(=[O:16])=[O:15])=[CH:10][CH:9]=2)[CH:7]=1.[Cl:25][C:26]1[CH:31]=[CH:30][CH:29]=[C:28]([Cl:32])[C:27]=1[SH:33].CN(C)C=O.C(=O)([O-])[O-].[K+].[K+]>>[Cl:24][C:21]1[CH:22]=[CH:23][C:18]([C:5]2[N:6]([C:8]3[CH:13]=[CH:12][C:11]([S:14]([CH3:17])(=[O:15])=[O:16])=[CH:10][CH:9]=3)[CH:7]=[C:3]([CH2:2][S:33][C:27]3[C:26]([Cl:25])=[CH:31][CH:30]=[CH:29][C:28]=3[Cl:32])[N:4]=2)=[CH:19][CH:20]=1 |f:3.4.5|. Reported procedure: To a solution of 4-chloromethyl-2-(4-chlorophenyl)-1-[4-(methylsulfonyl)phenyl]-1H-imidazole (Example 159, Step 1) (250 mg, 0.656 mmole) and 2,6-dichlorothiophenol in 5 ml of dimethylformamide (235 mg, 1.31 mmol) was added 226 mg (1.64 mmol) of potassium carbonate. The resulting mixture was stirred rapidly at room temperature for two days. The mixture was partitioned between ethyl acetate and water and the aqueous layer was further extracted with ethyl acetate. The combined organic extracts were... Reactants: CO, Fc1cc2c(cc1C1CCOCC1)CN(C(c1ccccc1)c1ccccc1)C2, [H][H]. Yields the product Fc1cc2c(cc1C1CCOCC1)CNC2. Reaction SMILES: [CH3:32][OH:33].[CH:1]([c:2]1[cH:3][cH:4][cH:5][cH:6][cH:7]1)([c:8]1[cH:9][cH:10][cH:11][cH:12][cH:13]1)[N:14]1[CH2:15][c:16]2[cH:17][c:18]([CH:24]3[CH2:25][CH2:26][O:27][CH2:28][CH2:29]3)[c:19]([F:23])[cH:20][c:21]2[CH2:22]1.[H:30][H:31]>>[NH:14]1[CH2:15][c:16]2[cH:17][c:18]([CH:24]3[CH2:25][CH2:26][O:27][CH2:28][CH2:29]3)[c:19]([F:23])[cH:20][c:21]2[CH2:22]1. Starting materials: CC(C)(C)OC(=O)N1CCC(c2cn(S(=O)(=O)CC[Si](C)(C)C)c3ccc(F)cc23)CC1, ClCCl, O=C(O)C(F)(F)F. The product is C[Si](C)(C)CCS(=O)(=O)n1cc(C2CCNCC2)c2cc(F)ccc21. As a reaction SMILES: [C:1]([O:2][C:3](=[O:4])[N:8]1[CH2:9][CH2:10][CH:11]([c:14]2[cH:15][n:16]([S:24](=[O:25])(=[O:26])[CH2:27][CH2:28][Si:29]([CH3:30])([CH3:31])[CH3:32])[c:17]3[cH:18][cH:19][c:20]([F:23])[cH:21][c:22]23)[CH2:12][CH2:13]1)([CH3:5])([CH3:6])[CH3:7].[CH2:40]([Cl:41])[Cl:42].[OH:33][C:34]([C:35]([F:36])([F:37])[F:38])=[O:39]>>[NH:8]1[CH2:9][CH2:10][CH:11]([c:14]2[cH:15][n:16]([S:24](=[O:25])(=[O:26])[CH2:27][CH2:28][Si:29]([CH3:30])([CH3:31])[CH3:32])[c:17]3[cH:18][cH:19][c:20]([F:23])[cH:21][c:22]23)[CH2:12][CH2:13]1. Yields the product CCCCCCCCCCCC(CC(=O)OC)OC(C)(C)OC. The reactants are C=C(C)OC, CCOCC, CCCCCCCCCCCC(O)CC(=O)OC, Cc1ccc(S(=O)(=O)[O-])cc1, c1cc[nH+]cc1. As a reaction SMILES: [CH3:36][O:37][C:38](=[CH2:39])[CH3:40].[CH3:41][CH2:42][O:43][CH2:44][CH3:45].[OH:18][CH:19]([CH2:20][C:21](=[O:22])[O:23][CH3:24])[CH2:25][CH2:26][CH2:27][CH2:28][CH2:29][CH2:30][CH2:31][CH2:32][CH2:33][CH2:34][CH3:35].[c:1]1([CH3:2])[cH:3][cH:4][c:5]([S:6]([O-:7])(=[O:8])=[O:9])[cH:10][cH:11]1.[nH+:12]1[cH:13][cH:14][cH:15][cH:16][cH:17]1>>[O:18]([CH:19]([CH2:20][C:21](=[O:22])[O:23][CH3:24])[CH2:25][CH2:26][CH2:27][CH2:28][CH2:29][CH2:30][CH2:31][CH2:32][CH2:33][CH2:34][CH3:35])[C:38]([O:37][CH3:36])([CH3:39])[CH3:40]. Reactants: FC1=C(CO)C=CC(=C1OC)OC (2-fluoro-3,4-dimethoxybenzyl alcohol). Reagents/catalysts: [O-2].[O-2].[Mn+4] (manganese dioxide). The solvent is C1=CC=CC=C1 (benzene). Yields the product FC1=C(C=O)C=CC(=C1OC)OC (2-fluoro-3,4-dimethoxybenzaldehyde). Reaction SMILES: [F:1][C:2]1[C:9]([O:10][CH3:11])=[C:8]([O:12][CH3:13])[CH:7]=[CH:6][C:3]=1[CH2:4][OH:5]>[O-2].[O-2].[Mn+4].C1C=CC=CC=1>[F:1][C:2]1[C:9]([O:10][CH3:11])=[C:8]([O:12][CH3:13])[CH:7]=[CH:6][C:3]=1[CH:4]=[O:5] |f:1.2.3|. Reported procedure: 3.0 g of 2-fluoro-3,4-dimethoxybenzyl alcohol and 5.0 g of manganese dioxide are heated under reflux for 1 hour together with 50 ml of benzene. The insoluble constituents are subsequently filtered while washing with methylene chloride. The filtrate is evaporated and the residue is recrystallized from methylene chloride/hexane. There is obtained 2-fluoro-3,4-dimethoxybenzaldehyde of m.p. 52°-54°. Reactants: [K].N1C(CCC1)=O (pyrrolidinone potassium salt), BrC(=C)CBr (2,3-dibromopropene). Run in C1(=CC=CC=C1)C (toluene), C1(=CC=CC=C1)C (toluene), O (water). Conditions: temperature 0 celsius. Product: BrC(CN1C(CCC1)=O)=C (1-(2-bromoallyl)-pyrrolidin-2-one). Yield: 64.0%. Reaction SMILES: [K].[NH:2]1[CH2:6][CH2:5][CH2:4][C:3]1=[O:7].[Br:8][C:9]([CH2:11]Br)=[CH2:10]>C1(C)C=CC=CC=1.O>[Br:8][C:9](=[CH2:10])[CH2:11][N:2]1[CH2:6][CH2:5][CH2:4][C:3]1=[O:7] |f:0.1,^1:0|. Procedure details: To a suspension of 5.0 g (40.6 mmol) of pyrrolidinone potassium salt prepared from Example 1 in 40 mL of toluene, solution of 5.24 mL (2 equiv.) of 2,3-dibromopropene in 10 mL of toluene was added dropwise for 1 hour in water bath and the reaction mixture was reacted at 60˜70° C. for 2 hours. Upon completion of the reaction, the mixture was cooled to 0° C. and filtered to remove solid. It was then concentrated under reduced pressure and purified by separation with silica gel column chromatograph... The reactants are COC(=O)c1ccc(NCC2CCC(NC(=O)c3cc(C(F)(F)F)ccc3Cl)CC2)nc1, CO, [Na+], [OH-]. Yields the product O=C(O)c1ccc(NCC2CCC(NC(=O)c3cc(C(F)(F)F)ccc3Cl)CC2)nc1. As a reaction SMILES: [CH3:1][O:2][C:3]([c:4]1[cH:5][n:6][c:7]([NH:10][CH2:11][CH:12]2[CH2:13][CH2:14][CH:15]([NH:18][C:19]([c:20]3[c:21]([Cl:30])[cH:22][cH:23][c:24]([C:26]([F:27])([F:28])[F:29])[cH:25]3)=[O:31])[CH2:16][CH2:17]2)[cH:8][cH:9]1)=[O:32].[CH3:35][OH:36].[Na+:34].[OH-:33]>>[O:2]=[C:3]([c:4]1[cH:5][n:6][c:7]([NH:10][CH2:11][CH:12]2[CH2:13][CH2:14][CH:15]([NH:18][C:19]([c:20]3[c:21]([Cl:30])[cH:22][cH:23][c:24]([C:26]([F:27])([F:28])[F:29])[cH:25]3)=[O:31])[CH2:16][CH2:17]2)[cH:8][cH:9]1)[OH:32]. Starting materials: CCO, Cl, N#Cc1c(F)cccc1F, [H][H]. Product: Cl, NCc1c(F)cccc1F. As a reaction SMILES: [CH3:14][CH2:15][OH:16].[ClH:11].[F:1][c:2]1[c:3]([C:4]#[N:5])[c:6]([F:10])[cH:7][cH:8][cH:9]1.[H:12][H:13]>>[ClH:11].[F:1][c:2]1[c:3]([CH2:4][NH2:5])[c:6]([F:10])[cH:7][cH:8][cH:9]1. Reactants: CC1C(OCC1)=O (3-methyldihydrofuran-2-one), [OH-].[K+] (KOH), BrCC1=CC=CC=C1 (bromomethylbenzene), [H-].[Na+] (NaH). Solvent: O1CCOCC1 (dioxane), CN(C)C=O (DMF). Conditions: time 30 minute. The product is C(C1=CC=CC=C1)OC(C(CCOCC1=CC=CC=C1)C)=O (4-Benzyloxy-2-methylbutyric acid benzyl ester). Yield: 12.4%. RXN SMILES: [CH3:1][CH:2]1[CH2:6][CH2:5][O:4][C:3]1=[O:7].[OH-:8].[K+].[H-].[Na+].Br[CH2:13][C:14]1[CH:19]=[CH:18][CH:17]=[CH:16][CH:15]=1>O1CCOCC1.CN(C=O)C>[CH2:13]([O:8][C:3](=[O:7])[CH:2]([CH3:1])[CH2:6][CH2:5][O:4][CH2:13][C:14]1[CH:19]=[CH:18][CH:17]=[CH:16][CH:15]=1)[C:14]1[CH:19]=[CH:18][CH:17]=[CH:16][CH:15]=1 |f:1.2,3.4|. Procedure: To a solution of 3-methyldihydrofuran-2-one (2.0 g, 20.0 mmol) in dioxane (15 mL) was added a solution of KOH (1.32 g, 20.0 mmol in 5 mL of water) and the mixture was stirred at RT for 30 min, then at 90° C. for 15 min. After cooling to RT, volatiles were removed under reduced pressure and the residue was azeotroped with toluene and heated at 190° C. affording a white residue. The resulting residue was suspended in DMF (25 mL) and NaH (800 mg, 20 mmol) was added at RT over 5 min. The mixture was... Reactants: OC1=C(C(=CC(=C1CCC(C)C)OC)OC)C(CCC1=CC(=C(C=C1)OCOC)OC)=O (1-(2-hydroxy-4,6-dimethoxy-3-isopentylphenyl)-3-(3-methoxy-4-methoxymethoxyphenyl)-1-propanone), [H-].[Na+] (sodium hydride), BrCC(=O)OC (methyl α-bromoacetate). Solvent: CN(C=O)C (dimethylformamide). Reaction conditions: time 60 minute. The product is COC1=C(C(=C(C(=C1)OC)C(CCC1=CC(=C(C=C1)OCOC)OC)=O)OCC(=O)OC)CCC(C)C (1-(4,6-dimethoxy-2-methoxycarbonylmethoxy-3-isopentylphenyl)-3-(3-methoxy-4-methoxymethoxyphenyl)-1-propanone). Reaction SMILES: [OH:1][C:2]1[C:7]([CH2:8][CH2:9][CH:10]([CH3:12])[CH3:11])=[C:6]([O:13][CH3:14])[CH:5]=[C:4]([O:15][CH3:16])[C:3]=1[C:17](=[O:32])[CH2:18][CH2:19][C:20]1[CH:25]=[CH:24][C:23]([O:26][CH2:27][O:28][CH3:29])=[C:22]([O:30][CH3:31])[CH:21]=1.[H-].[Na+].Br[CH2:36][C:37]([O:39][CH3:40])=[O:38]>CN(C)C=O>[CH3:14][O:13][C:6]1[CH:5]=[C:4]([O:15][CH3:16])[C:3]([C:17](=[O:32])[CH2:18][CH2:19][C:20]2[CH:25]=[CH:24][C:23]([O:26][CH2:27][O:28][CH3:29])=[C:22]([O:30][CH3:31])[CH:21]=2)=[C:2]([O:1][CH2:36][C:37]([O:39][CH3:40])=[O:38])[C:7]=1[CH2:8][CH2:9][CH:10]([CH3:12])[CH3:11] |f:1.2|. Procedure details: Then, 10 ml of dimethylformamide was dropped into a mixture of 2.0 g of 1-(2-hydroxy-4,6-dimethoxy-3-isopentylphenyl)-3-(3-methoxy-4-methoxymethoxyphenyl)-1-propanone and 0.2 g of sodium hydride, and the mixture was stirred for 60 minutes. Then, 0.5 ml of methyl α-bromoacetate was added to the mixture at 0° C., and the mixture was stirred for 45 minutes. After the reaction, the solvent was removed from the reaction liquid mixture by distillation, and the residue was dried under reduced pressure ...